Task: describe an organic reaction: reactants, conditions, products, and yield. Dataset: the Open Reaction Database (ORD), a public repository of structured organic reaction records Starting materials: [H-].[Na+] (Sodium hydride), COC=1C(=NC=CN1)N (3-methoxy-2-pyrazinamine), ClC1=C(C=CC(=C1Cl)F)S(=O)(=O)Cl (2,3-dichloro-4-fluorobenzenesulphonyl chloride). Procedure details: Sodium hydride (0.4 g of a 60% dispersion in oil) was added to a solution of 3-methoxy-2-pyrazinamine (0.25 g) in N-methylpyrrolidinone (10 mL). After 0.5 h, 2,3-dichloro-4-fluorobenzenesulphonyl chloride (Example 185a) (0.63 g) was added. After 16 h at room temperature the reaction mixture was quenched with 2M aqueous HCl, extracted with ethyl acetate, dried (MgSO4) and evaporated. Purification was by silica gel chromatography eluting with ethyl acetate/iso-hexane mixtures. Yield 0.16 g. Conditions: time 0.5 hour. As a reaction SMILES: [H-].[Na+].[CH3:3][O:4][C:5]1[C:6]([NH2:11])=[N:7][CH:8]=[CH:9][N:10]=1.[Cl:12][C:13]1[C:18]([Cl:19])=[C:17]([F:20])[CH:16]=[CH:15][C:14]=1[S:21](Cl)(=[O:23])=[O:22]>CN1CCCC1=O>[Cl:12][C:13]1[C:18]([Cl:19])=[C:17]([F:20])[CH:16]=[CH:15][C:14]=1[S:21]([NH:11][C:6]1[C:5]([O:4][CH3:3])=[N:10][CH:9]=[CH:8][N:7]=1)(=[O:23])=[O:22] |f:0.1|. Solvent: CN1C(CCC1)=O (N-methylpyrrolidinone). The product is ClC1=C(C=CC(=C1Cl)F)S(=O)(=O)NC1=NC=CN=C1OC (2,3-Dichloro-4-fluoro-N-(3-methoxy-2-pyrazinyl)benzenesulphonamide). Starting materials: [BH4-], [BH4-], [BH4-], [BH4-], C1CCOC1, CCO, CO, C=CC1=CN2C(=O)c3cc(OC)c(OC)cc3N(COCC[Si](C)(C)C)C(=O)C2C1, [Na+], [Na+], [Na+], [Na+], O. The product is C=CC1=CN2C(=O)c3cc(OC)c(OC)cc3N=CC2C1. As a reaction SMILES: [BH4-:1].[BH4-:2].[BH4-:3].[BH4-:4].[CH2:42]1[O:43][CH2:44][CH2:45][CH2:46]1.[CH3:39][CH2:40][OH:41].[CH3:48][OH:49].[CH3:9][O:10][c:11]1[c:12]([O:37][CH3:38])[cH:13][c:14]2[c:15]([cH:36]1)[C:16](=[O:35])[N:17]1[CH:18]([C:19](=[O:29])[N:20]2[CH2:21][O:22][CH2:23][CH2:24][Si:25]([CH3:26])([CH3:27])[CH3:28])[CH2:30][C:31]([CH:33]=[CH2:34])=[CH:32]1.[Na+:5].[Na+:6].[Na+:7].[Na+:8].[OH2:47]>>[CH3:9][O:10][c:11]1[c:12]([O:37][CH3:38])[cH:13][c:14]2[c:15]([cH:36]1)[C:16](=[O:35])[N:17]1[CH:18]([CH:19]=[N:20]2)[CH2:30][C:31]([CH:33]=[CH2:34])=[CH:32]1. Reactants: C(C)OC(=O)C=1NC=C2C1NC=1CN(CC(C1C2C=2OC(=CC2)SC2=NC1=C(N2)C(=CC(=C1)Cl)C)=O)OC(C)(C)C (6-tert-butyloxy-9-[5-(5-chloro-7-methyl-1H-benzimidazol-2-ylsulfanyl)-furan-2-yl]-8-oxo-2,4,5,7,8,9-hexahydro-pyrrolo[3,4-b]-1,7-naphthyridine-3-carboxylic acid ethyl ester), Cl (HCl). The solvent is O1CCOCC1 (dioxane), O1CCOCC1 (dioxane). Reaction conditions: time 16 hour. Product: Cl.C(C)OC(=O)C=1NC=C2C1NC=1CNCC(C1C2C=2OC(=CC2)SC2=NC1=C(N2)C(=CC(=C1)Cl)C)=O (9-[5-(5-chloro-7-methyl-1H-benzimidazol-2-ylsulfanyl)-furan-2-yl]-8-oxo-4,5,6,7,8,9-hexahydro-2H-pyrrolo[3,4-b]-1,7-naphthyridine-3-carboxylic acid ethyl ester hydrochloride). The yield is 196.6%. RXN SMILES: [CH2:1]([O:3][C:4]([C:6]1[NH:7][CH:8]=[C:9]2[CH:18]([C:19]3[O:20][C:21]([S:24][C:25]4[NH:29][C:28]5[C:30]([CH3:35])=[CH:31][C:32]([Cl:34])=[CH:33][C:27]=5[N:26]=4)=[CH:22][CH:23]=3)[C:17]3[C:16](=[O:36])[CH2:15][N:14](OC(C)(C)C)[CH2:13][C:12]=3[NH:11][C:10]=12)=[O:5])[CH3:2].Cl>O1CCOCC1>[ClH:34].[CH2:1]([O:3][C:4]([C:6]1[NH:7][CH:8]=[C:9]2[CH:18]([C:19]3[O:20][C:21]([S:24][C:25]4[NH:29][C:28]5[C:30]([CH3:35])=[CH:31][C:32]([Cl:34])=[CH:33][C:27]=5[N:26]=4)=[CH:22][CH:23]=3)[C:17]3[C:16](=[O:36])[CH2:15][NH:14][CH2:13][C:12]=3[NH:11][C:10]=12)=[O:5])[CH3:2] |f:3.4|. Reported procedure: 290 mg of 6-tert-butyloxy-9-[5-(5-chloro-7-methyl-1H-benzimidazol-2-ylsulfanyl)-furan-2-yl]-8-oxo-2,4,5,7,8,9-hexahydro-pyrrolo[3,4-b]-1,7-naphthyridine-3-carboxylic acid ethyl ester (example 137) are dissolved in 10 ml of dioxane and combined with 1.912 ml of 4N HCl in dioxane. The reaction mixture is stirred for 16 hours at room temperature. The formed insoluble material is collected by filtration, washed with dioxane (10 ml), diisopropylether (10 ml) and pentane (10 ml) and dried under vacuum... Reaction conditions: time 24 hour. Procedure details: Into a 50-mL round-bottom flask was placed a solution of 2-methyl-4-(tetrahydro-2H-pyran-2-yloxy)-6-(4,4,5,5-tetramethyl-1,3,2-dioxaborolan-2-yl)benzaldehyde (5 g, 14.45 mmol, 1.00 equiv) in ethyl acrylate (10 mL), then added DABCO (2.42 g, 21.61 mmol, 1.50 equiv). The resulting solution was stirred for 24 h at room temperature. The pH value of the solution was adjusted to 3 with HCl (3N) and stirred for 2 h at 30° C. The resulting solution was extracted with 3×50 mL of ethyl acetate. The organi... Starting materials: CC1=C(C=O)C(=CC(=C1)OC1OCCCC1)B1OC(C(O1)(C)C)(C)C (2-methyl-4-(tetrahydro-2H-pyran-2-yloxy)-6-(4,4,5,5-tetramethyl-1,3,2-dioxaborolan-2-yl)benzaldehyde), C(C=C)(=O)OCC (ethyl acrylate), C1CN2CCN1CC2 (DABCO), Cl (HCl). Yields the product OB1OC(C2=C1C=C(C=C2C)O)C(C(=O)OCC)=C (Ethyl 2-(1,6-dihydroxy-4-methyl-1,3-dihydrobenzo[c][1,2]oxaborol-3-yl)acrylate). Reaction SMILES: [CH3:1][C:2]1[CH:9]=[C:8]([O:10]C2CCCCO2)[CH:7]=[C:6]([B:17]2[O:21]C(C)(C)[C:19](C)(C)[O:18]2)[C:3]=1C=O.C1N2[CH2:32][CH2:33]N(CC2)C1.Cl.[C:35]([O:39][CH2:40][CH3:41])(=[O:38])C=C>>[OH:21][B:17]1[C:6]2[CH:7]=[C:8]([OH:10])[CH:9]=[C:2]([CH3:1])[C:3]=2[CH:19]([C:32](=[CH2:33])[C:35]([O:39][CH2:40][CH3:41])=[O:38])[O:18]1.